Dataset: the Open Reaction Database (ORD), a public repository of structured organic reaction records. Task: describe an organic reaction: reactants, conditions, products, and yield The reactants are ClN1C(CCC1=O)=O (N-Chlorosuccinimide), CN1C=C(C2=CC(=CC=C12)CC1C(N(CC1)C)=O)CC1=C(C=C(C(=O)OC)C=C1)OC (methyl 4-[1-methyl -5-(1-methyl-2-oxopyrrolidin-3-ylmethyl)indol-3-ylmethyl]-3-methoxybenzoate). Run in ClCCl (dichloromethane). Conditions: time 15 minute. The product is ClC=1N(C2=CC=C(C=C2C1CC1=C(C=C(C(=O)OC)C=C1)OC)CC1C(N(CC1)C)=O)C (Methyl 4-[2-chloro-1-methyl-5-(1-methyl-2-oxopyrrolidin-3-ylmethyl)indol-3-ylmethyl]-3-methoxybenzoate). Reaction SMILES: [Cl:1]N1C(=O)CCC1=O.[CH3:9][N:10]1[C:18]2[C:13](=[CH:14][C:15]([CH2:19][CH:20]3[CH2:24][CH2:23][N:22]([CH3:25])[C:21]3=[O:26])=[CH:16][CH:17]=2)[C:12]([CH2:27][C:28]2[CH:37]=[CH:36][C:31]([C:32]([O:34][CH3:35])=[O:33])=[CH:30][C:29]=2[O:38][CH3:39])=[CH:11]1>ClCCl>[Cl:1][C:11]1[N:10]([CH3:9])[C:18]2[C:13]([C:12]=1[CH2:27][C:28]1[CH:37]=[CH:36][C:31]([C:32]([O:34][CH3:35])=[O:33])=[CH:30][C:29]=1[O:38][CH3:39])=[CH:14][C:15]([CH2:19][CH:20]1[CH2:24][CH2:23][N:22]([CH3:25])[C:21]1=[O:26])=[CH:16][CH:17]=2. Procedure: N-Chlorosuccinimide (0.282 mg) was added in one portion to a stirred solution of methyl 4-[1-methyl -5-(1-methyl-2-oxopyrrolidin-3-ylmethyl)indol-3-ylmethyl]-3-methoxybenzoate (0.9 g) in dry dichloromethane (20 ml), under a nitrogen atmosphere. After 15 minutes, the solvent was evaporated, and the product was purified by flash chromatography, eluting with ethyl acetate, to give methyl 4-[2-chloro-1-methyl-5-(1-methyl-2-oxopyrrolidin -3-ylmethyl)indol-3-ylmethyl](65%) as a yellow oil: NMR (300 MH... Reactants: NC1=CC=C2C(OC(=O)C2=C1)CCCC (6-Amino-3-butyl-phthalide), C1(CCC(=O)O1)=O (succinic anhydride). Solvent: C(C)O (ethanol). Reaction conditions: time 15 minute. Yields the product C(CCC)C1OC(=O)C2=CC(=CC=C12)NC(CCC(=O)O)=O (3-Butyl-6-carboxypropionamido-phthalide). RXN SMILES: [NH2:1][C:2]1[CH:11]=[C:10]2[C:5]([CH:6]([CH2:12][CH2:13][CH2:14][CH3:15])[O:7][C:8]2=[O:9])=[CH:4][CH:3]=1.[C:16]1(=[O:22])[O:21][C:19](=[O:20])[CH2:18][CH2:17]1>C(O)C>[CH2:12]([CH:6]1[C:5]2[C:10](=[CH:11][C:2]([NH:1][C:16](=[O:22])[CH2:17][CH2:18][C:19]([OH:21])=[O:20])=[CH:3][CH:4]=2)[C:8](=[O:9])[O:7]1)[CH2:13][CH2:14][CH3:15]. Reported procedure: A mixture of 3.08 g (0.015 mol) of compound obtained in Example 4 and 1.5 g of succinic anhydride is heated until melted and kept for 15 minutes. After 4 hours at room temperature the reaction mixture is dissolved in hot ethanol; the title compound is obtained as white crystals. The reactants are Example 32 ( 32c ), FC(CCCOC1=CC=C(C(=O)NC(C(=O)O)CC2=CC=C(C=C2)OC(F)(F)F)C=C1)(F)F (2-{[4-(4,4,4-Trifluorobutoxy)benzoyl]amino}-3-[4-(trifluoromethoxy)phenyl]propanoic acid), N (ammonia). The product is NC(C(CC1=CC=C(C=C1)OC(F)(F)F)NC(C1=CC=C(C=C1)OCCCC(F)(F)F)=O)=O (N-{2-Amino-2-oxo-1-[4-(trifluoromethoxy)benzyl]ethyl}-4-(4,4,4-trifluorobutoxy)benzamide). Reaction SMILES: [F:1][C:2]([F:33])([F:32])[CH2:3][CH2:4][CH2:5][O:6][C:7]1[CH:31]=[CH:30][C:10]([C:11]([NH:13][CH:14]([CH2:18][C:19]2[CH:24]=[CH:23][C:22]([O:25][C:26]([F:29])([F:28])[F:27])=[CH:21][CH:20]=2)[C:15](O)=[O:16])=[O:12])=[CH:9][CH:8]=1.[NH3:34]>>[NH2:34][C:15](=[O:16])[CH:14]([NH:13][C:11](=[O:12])[C:10]1[CH:30]=[CH:31][C:7]([O:6][CH2:5][CH2:4][CH2:3][C:2]([F:33])([F:32])[F:1])=[CH:8][CH:9]=1)[CH2:18][C:19]1[CH:24]=[CH:23][C:22]([O:25][C:26]([F:29])([F:28])[F:27])=[CH:21][CH:20]=1. Procedure: A reaction similar to that described in Example 32 (32c) was conducted using 2-{[4-(4,4,4-trifluorobutoxy)benzoyl]amino}-3-[4-(trifluoromethoxy)phenyl]propanoic acid (360 mg) prepared in Example 82 (82a) and ammonia (600 μL, 2 M methanol solution) to give 122 mg of the title compound (white powder). The reactants are O=C([O-])[O-], CC(C)(C)C(=O)Nc1ccc(B2OC(C)(C)C(C)(C)O2)cn1, CCOC(C)=O, CC#N, [Cs+], [Cs+], CC(=O)[O-], CC(=O)[O-], CN(C)C=O, O, [Pd+2], CN1C(=O)C(Cc2ccccc2-c2ccccc2)N=C(Cl)c2cc(Cl)ccc21, c1ccc(P(c2ccccc2)c2ccccc2)cc1. Product: CN1C(=O)C(Cc2ccccc2-c2ccccc2)N=C(c2ccc(NC(=O)C(C)(C)C)nc2)c2cc(Cl)ccc21. Reaction SMILES: [C:70](=[O:71])([O-:72])[O-:73].[CH3:29][C:30]1([CH3:31])[C:32]([CH3:33])([CH3:34])[O:35][B:36]([c:37]2[cH:38][cH:39][c:40]([NH:43][C:44]([C:45]([CH3:46])([CH3:47])[CH3:48])=[O:49])[n:41][cH:42]2)[O:50]1.[CH3:81][CH2:82][O:83][C:84](=[O:85])[CH3:86].[CH3:88][C:89]#[N:90].[Cs+:74].[Cs+:75].[O-:92][C:93]([CH3:94])=[O:95].[O-:96][C:97]([CH3:98])=[O:99].[O:76]=[CH:77][N:78]([CH3:79])[CH3:80].[OH2:87].[Pd+2:91].[c:1]1(-[c:23]2[cH:24][cH:25][cH:26][cH:27][cH:28]2)[c:2]([CH2:7][CH:8]2[N:9]=[C:10]([Cl:22])[c:11]3[c:12]([cH:17][cH:18][c:19]([Cl:21])[cH:20]3)[N:13]([CH3:16])[C:14]2=[O:15])[cH:3][cH:4][cH:5][cH:6]1.[c:51]1([P:52]([c:53]2[cH:54][cH:55][cH:56][cH:57][cH:58]2)[c:59]2[cH:60][cH:61][cH:62][cH:63][cH:64]2)[cH:65][cH:66][cH:67][cH:68][cH:69]1>>[c:1]1(-[c:23]2[cH:24][cH:25][cH:26][cH:27][cH:28]2)[c:2]([CH2:7][CH:8]2[N:9]=[C:10]([c:37]3[cH:38][cH:39][c:40]([NH:43][C:44]([C:45]([CH3:46])([CH3:47])[CH3:48])=[O:49])[n:41][cH:42]3)[c:11]3[c:12]([cH:17][cH:18][c:19]([Cl:21])[cH:20]3)[N:13]([CH3:16])[C:14]2=[O:15])[cH:3][cH:4][cH:5][cH:6]1. Starting materials: C1(CC1)C1=NN=C(S1)N=C=O (5-Cyclopropyl-1,3,4-thiadiazol-2-yl isocyanate), dimethyl acetal, C(CCCC)NC(C=O)COC (2-pentylamino-3-methoxypropionaldehyde). Run in C1=CC=CC=C1 (benzene), C1=CC=CC=C1 (benzene). Product: dimethyl acetal, C(CCCC)N(C(=O)NC=1SC(=NN1)C1CC1)C(C=O)COC (2-[1-pentyl-3-(5-cyclopropyl-1,3,4-thiadiazol-2-yl)-ureido]-3-methoxypropionaldehyde). RXN SMILES: [CH:1]1([C:4]2[S:8][C:7]([N:9]=[C:10]=[O:11])=[N:6][N:5]=2)[CH2:3][CH2:2]1.[CH2:12]([NH:17][CH:18]([CH2:21][O:22][CH3:23])[CH:19]=[O:20])[CH2:13][CH2:14][CH2:15][CH3:16]>C1C=CC=CC=1>[CH2:12]([N:17]([CH:18]([CH2:21][O:22][CH3:23])[CH:19]=[O:20])[C:10]([NH:9][C:7]1[S:8][C:4]([CH:1]2[CH2:3][CH2:2]2)=[N:5][N:6]=1)=[O:11])[CH2:13][CH2:14][CH2:15][CH3:16]. Reported procedure: 5-Cyclopropyl-1,3,4-thiadiazol-2-yl isocyanate dimer (0.05 mole), the dimethyl acetal of 2-pentylamino-3-methoxypropionaldehyde (0.1 mole) and benzene (60 ml) are charged into a glass reaction vessel equipped with a mechanical stirrer, thermometer and reflux condenser. The reaction mixture is heated at reflux for a period of about 30 minutes. After this time the mixture is stripped of benzene under reduced pressure to yield a solid product as the residue. This residue is then recrystallized to y... Starting materials: CC(=O)NCCOC(c1cccc(Cl)c1F)C1CCCN(C(=O)OC(C)(C)C)C1, ClCCl, O=C(O)C(F)(F)F. Product: CC(=O)NCCOC(c1cccc(Cl)c1F)C1CCCNC1. RXN SMILES: [C:1]([CH3:2])(=[O:3])[NH:4][CH2:5][CH2:6][O:7][CH:8]([CH:9]1[CH2:10][N:11]([C:15]([O:16][C:17]([CH3:18])([CH3:19])[CH3:20])=[O:21])[CH2:12][CH2:13][CH2:14]1)[c:22]1[c:23]([F:29])[c:24]([Cl:28])[cH:25][cH:26][cH:27]1.[Cl:37][CH2:38][Cl:39].[F:30][C:31]([F:32])([F:33])[C:34]([OH:35])=[O:36]>>[C:1]([CH3:2])(=[O:3])[NH:4][CH2:5][CH2:6][O:7][CH:8]([CH:9]1[CH2:10][NH:11][CH2:12][CH2:13][CH2:14]1)[c:22]1[c:23]([F:29])[c:24]([Cl:28])[cH:25][cH:26][cH:27]1.